Dataset: the Open Reaction Database (ORD), a public repository of structured organic reaction records. Task: describe an organic reaction: reactants, conditions, products, and yield Starting materials: CCC(NC(=O)OC(C)(C)C)C1CCC(C)O1, CCOC(C)=O, ClCCl, O=C(O)C(F)(F)F, Cc1ccc(S(=O)(=O)O)cc1. The product is CCC(N)C1CCC(C)O1, Cc1ccc(S(=O)(=O)O)cc1. RXN SMILES: [C:1]([O:2][C:3](=[O:4])[NH:7][CH:8]([CH2:9][CH3:10])[CH:11]1[O:12][CH:13]([CH3:16])[CH2:14][CH2:15]1)([CH3:5])([CH3:6])[CH3:17].[CH3:39][CH2:40][O:41][C:42]([CH3:43])=[O:44].[Cl:36][CH2:37][Cl:38].[F:18][C:19]([F:20])([F:21])[C:22]([OH:23])=[O:24].[c:25]1([CH3:35])[cH:26][cH:27][c:28]([S:31](=[O:32])(=[O:33])[OH:34])[cH:29][cH:30]1>>[NH2:7][CH:8]([CH2:9][CH3:10])[CH:11]1[O:12][CH:13]([CH3:16])[CH2:14][CH2:15]1.[c:25]1([CH3:35])[cH:26][cH:27][c:28]([S:31](=[O:32])(=[O:33])[OH:34])[cH:29][cH:30]1. Starting materials: etheral solution, C(C)[Mg]Br (ethylmagnesium bromide), C(C)Br (ethyl bromide), [Mg] (magnesium), CN(C1=CC=CC=C1)[Mg]Br (N-methylanilinomagnesium bromide), C(C)(=O)[C@@H]1C(CCC[C@@H]1C)(C)C (cis-1-acetyl-2,2,6-trimethylcyclohexane), C(C)=O (acetaldehyde), Cl (hydrochloric acid), ketone, aldehyde. The solvent is C1=CC=CC=C1 (benzene), C1=CC=CC=C1 (benzene). Run at time 30 minute. Product: CC1([C@H]([C@H](CCC1)C)CCC(C)O)C (cis-1-(2,2,6-trimethylcyclohexyl)-3-butanol). As a reaction SMILES: C([Mg]Br)C.C(Br)C.[Mg].CN([Mg]Br)C1C=CC=CC=1.[C:19]([C@H:22]1[C@@H:27]([CH3:28])[CH2:26][CH2:25][CH2:24][C:23]1([CH3:30])[CH3:29])(=O)[CH3:20].[CH:31](=[O:33])[CH3:32].Cl>C1C=CC=CC=1>[CH3:29][C:23]1([CH3:30])[CH2:24][CH2:25][CH2:26][C@H:27]([CH3:28])[C@@H:22]1[CH2:19][CH2:20][CH:31]([OH:33])[CH3:32]. Procedure: To 750 ml of an etheral solution of ethylmagnesium bromide (prepared from 302 g (2.7 moles) of ethyl bromide and 58,7 g (2.4 moles) magnesium turnings in 550 ml of ether) is added with cooling and stirring a solution of 238 g (2.2 moles) of freshly distilled dry N-methylaniline in 700 ml of dry benzene (N2 atmosphere). To the above freshly prepared solution of N-methylanilinomagnesium bromide is added during 25- 30 minutes a solution of 370 g (2.2 moles) of 1-acetyl-2,2,6-trimethyl cyclohexane (... The reactants are ClCC(=O)NC1=NNC2=CC(=CC=C12)Cl (2-chloro-N-(6-chloro-1H-indazol-3-yl)acetamide), N1CCOCC1 (morpholine). The solvent is C(C)#N (acetonitrile). The product is ClC1=CC=C2C(=NNC2=C1)NC(CN1CCOCC1)=O (N-(6-chloro-1H-indazol-3-yl)-4-morpholineacetamide). RXN SMILES: Cl[CH2:2][C:3]([NH:5][C:6]1[C:14]2[C:9](=[CH:10][C:11]([Cl:15])=[CH:12][CH:13]=2)[NH:8][N:7]=1)=[O:4].[NH:16]1[CH2:21][CH2:20][O:19][CH2:18][CH2:17]1>C(#N)C>[Cl:15][C:11]1[CH:10]=[C:9]2[C:14]([C:6]([NH:5][C:3](=[O:4])[CH2:2][N:16]3[CH2:21][CH2:20][O:19][CH2:18][CH2:17]3)=[N:7][NH:8]2)=[CH:13][CH:12]=1. Procedure details: Working as in Example 75, starting with 500 mg of 2-chloro-N-(6-chloro-1H-indazol-3-yl)acetamide, 15 cm3 of acetonitrile and 0.54 cm3 of morpholine. The reaction medium is refluxed for 2 hours and then concentrated to dryness under reduced pressure (2.7 kPa; 50° C.) and the crude product obtained is purified by chromatography under an argon pressure of 50 kPa, on a column of silica gel (particle size 40-60 μm; diameter 2.5 cm), eluting with ethyl acetate. The fractions containing the expected pr... The reactants are BrCC=1SC=CC=C2C1C=C(C(=C2)OC)OC (1-bromomethyl-7,8-dimethoxy-2-benzothiepin), C(CO)O (ethylene glycol). Solvent: C(Cl)Cl (methylene chloride). The product is COC=1C(=CC2=C(CCCSC2COCCO)C1)OC (2-[(1,3,4,5-tetrahydro-7,8-dimethoxy-2-benzothiepin-1-yl)methoxy]ethanol). Reaction SMILES: Br[CH2:2][C:3]1[S:4][CH:5]=[CH:6][CH:7]=[C:8]2[CH:13]=[C:12]([O:14][CH3:15])[C:11]([O:16][CH3:17])=[CH:10][C:9]=12.[CH2:18]([OH:21])[CH2:19][OH:20]>C(Cl)Cl>[CH3:15][O:14][C:12]1[C:11]([O:16][CH3:17])=[CH:10][C:9]2[CH:3]([CH2:2][O:20][CH2:19][CH2:18][OH:21])[S:4][CH2:5][CH2:6][CH2:7][C:8]=2[CH:13]=1. Reported procedure: A mixture of 1-bromomethyl-7,8-dimethoxy-2-benzothiepin, dilsopropylethylamine, and ethylene glycol is heated at 30° to 100° C. for 5-50 hours. The reaction mixture is then cooled, diluted with methylene chloride and extracted with water followed by brine. The organic layer is filtered through Na2SO4, taken to dryness, and chromatographed on silica gel to give 2-[(1,3,4,5-tetrahydro-7,8-dimethoxy-2-benzothiepin-1-yl)methoxy]ethanol. Reactants: C(C=C)(=O)OCCC[SiH2]O[Si](C)(C)C ((3-acryloxypropyl)trimethylsiloxy silane), C(C)(=O)OC=CC1=CC=CC=C1 (acetoxystyrene), CC(C)(C#N)N=NC(C)(C)C#N (AIBN). Run in C1CCOC1 (THF). Run at temperature 65 celsius, time 8 hour. Yields the product OC=CC1=CC=CC=C1.C(C=C)(=O)OCCC[SiH2]O[Si](C)(C)C (hydroxystyrene (3-acryloxypropyl)trimethylsiloxy silane). RXN SMILES: [C:1]([O:5][CH2:6][CH2:7][CH2:8][SiH2:9][O:10][Si:11]([CH3:14])([CH3:13])[CH3:12])(=[O:4])[CH:2]=[CH2:3].C([O:18][CH:19]=[CH:20][C:21]1[CH:26]=[CH:25][CH:24]=[CH:23][CH:22]=1)(=O)C.CC(N=NC(C#N)(C)C)(C#N)C>C1COCC1>[OH:18][CH:19]=[CH:20][C:21]1[CH:26]=[CH:25][CH:24]=[CH:23][CH:22]=1.[C:1]([O:5][CH2:6][CH2:7][CH2:8][SiH2:9][O:10][Si:11]([CH3:14])([CH3:12])[CH3:13])(=[O:4])[CH:2]=[CH2:3] |f:4.5|. Procedure details: 5 g (3-acryloxypropyl)trimethylsiloxy silane, 38 g acetoxystyrene and 2.41 g AIBN were dissolved in 128 g THF and charged into a 3-neck flask. The system was then purged with N2 for 30 mins before the temperature was raised to 65° C. The reaction was carried out overnight under N2. On the second day, 100 g methanol and 30 mL 30% ammonia hydroxide were added to the system and the temperature was kept at 60° C. The reaction was carried out overnight under N2. On the third day, the solution was pre... Reactants: N[C@H](C(=O)NC(CCC)C)[C@H]([C@H](CC1=CC=CC=C1)NC(=O)OC(C)(C)C)O ((2S,3R,4S)-2-amino-4-[(tert-butoxycarbonyl)amino]-3-hydroxy-N-(1-methylbutyl)-5-phenylpentanamide), isobutylaldehyde, [O-]S(=O)(=O)[O-].[Na+].[Na+] (Na2SO4), C1(=CC=C(C=C1)S(=O)(=O)O)C (p-toluene sulfonic acid). Solvent: CO (MeOH). Conditions: temperature 65 celsius. The product is C(C1=CC=CC=C1)[C@@H]([C@@H]([C@@H]1NC(N(C1=O)C(CCC)C)C(C)C)O)NC(OC(C)(C)C)=O (tert-Butyl (1S,2S)-1-benzyl-2-hydroxy-2-[(4S)-2 -isopropyl-1-(1-methylbutyl)-5-oxoimidazolidin-4-yl]ethylcarbamate). Reaction SMILES: [NH2:1][C@@H:2]([C@@H:11]([OH:28])[C@@H:12]([NH:20][C:21]([O:23][C:24]([CH3:27])([CH3:26])[CH3:25])=[O:22])[CH2:13][C:14]1[CH:19]=[CH:18][CH:17]=[CH:16][CH:15]=1)[C:3]([NH:5][CH:6]([CH3:10])[CH2:7][CH2:8][CH3:9])=[O:4].[C:29]1([CH3:39])[CH:34]=CC(S(O)(=O)=O)=C[CH:30]=1.[O-]S([O-])(=O)=O.[Na+].[Na+]>CO>[CH2:13]([C@H:12]([NH:20][C:21](=[O:22])[O:23][C:24]([CH3:26])([CH3:25])[CH3:27])[C@H:11]([OH:28])[C@H:2]1[C:3](=[O:4])[N:5]([CH:6]([CH3:10])[CH2:7][CH2:8][CH3:9])[CH:30]([CH:29]([CH3:39])[CH3:34])[NH:1]1)[C:14]1[CH:19]=[CH:18][CH:17]=[CH:16][CH:15]=1 |f:2.3.4|. Reported procedure: To a solution of (2S,3R,4S)-2-amino-4-[(tert-butoxycarbonyl)amino]-3-hydroxy-N-(1-methylbutyl)-5-phenylpentanamide (46 mg, 0.117 mmol) in MeOH (500 mL) was added isobutylaldehyde (100 mL), a small amount of p-toluene sulfonic acid, and Na2SO4 (10 mg). The mixture was capped and heated to 65° C. overnight. The reaction was filtered and the resulting filtrate purified by reverse phase chromatography on a C-18 column using a gradient elution of 95-5% H2O (0.1% TFA)/CH3CN (0.1% TFA). Collection and ... The reactants are Cl.ClCC1NCCCC1 (2-(chloromethyl)piperidine hydrochloride), C(CC)NCCC (dipropylamine). Solvent: ClCCl (dichloromethane). Yields the product C(CC)N(CCC)CC1NCCCC1 (2-[(Dipropylamino)methyl]piperidine). Reaction SMILES: Cl.Cl[CH2:3][CH:4]1[CH2:9][CH2:8][CH2:7][CH2:6][NH:5]1.[CH2:10]([NH:13][CH2:14][CH2:15][CH3:16])[CH2:11][CH3:12]>ClCCl>[CH2:10]([N:13]([CH2:3][CH:4]1[CH2:9][CH2:8][CH2:7][CH2:6][NH:5]1)[CH2:14][CH2:15][CH3:16])[CH2:11][CH3:12] |f:0.1|. Procedure: A mixture of 170.1 g (1.0 mole) of 2-(chloromethyl)piperidine hydrochloride (M. Rink and H. G. Liem, Arch. Pharm. 292, 165-169 (1959)), 506 g (5.0 mole) of dipropylamine and 1.7 1 of dichloromethane were boiled under reflux for 3 hours, then evaporated in vacuo, and the residue was made alkaline with potassium hydroxide solution with external ice cooling. Exhaustive extraction with t-butyl methyl ether was carried out, and the combined extracts were washed twice with 100 ml of water each time, d... The reactants are Cl.C(C)(=O)N(CC)C1=C2CCC(CC2=CC=C1)NCCC (5-(N-acetyl-N-ethylamino)-2-n-propylamino-tetraline-hydrochloride). Solvent: O1CCCC1 (tetrahydrofuran). Yields the product Cl.Cl.C(C)N(C1=C2CCC(CC2=CC=C1)NCCC)CC (5-Diethylamino-2-n-propylamino-tetraline-dihydrochloride). As a reaction SMILES: [ClH:1].[C:2]([N:5]([C:8]1[CH:17]=[CH:16][CH:15]=[C:14]2[C:9]=1[CH2:10][CH2:11][CH:12]([NH:18][CH2:19][CH2:20][CH3:21])[CH2:13]2)[CH2:6][CH3:7])(=O)[CH3:3]>O1CCCC1>[ClH:1].[ClH:1].[CH2:6]([N:5]([CH2:2][CH3:3])[C:8]1[CH:17]=[CH:16][CH:15]=[C:14]2[C:9]=1[CH2:10][CH2:11][CH:12]([NH:18][CH2:19][CH2:20][CH3:21])[CH2:13]2)[CH3:7] |f:0.1,3.4.5|. Procedure details: Starting from 1.03 g (0.0033 mol) of 5-(N-acetyl-N-ethylamino)-2-n-propylamino-tetraline-hydrochloride (Example 4.7.8) which is converted into the base, the title compound is obtained in base form by reduction in 30 ml of absolute tetrahydrofuran analogously to Example 4.5.1 c), but using 3.3 ml of 2-molar diborandimethylsulphide complex solution in tetrahydrofuran as the reducing agent. This base is purified by filtering over 16 g of aluminium oxide (activity stage III, neutral) using methylene... Reactants: CCCCCCCSCC(NC(C)C(=O)OC(C)(C)C)C(=O)OCC, O=C(O)C(F)(F)F. Yields the product CCCCCCCSCC(NC(C)C(=O)O)C(=O)OCC. Reaction SMILES: [C:1]([CH3:2])([CH3:3])([CH3:4])[O:5][C:6]([CH:7]([NH:8][CH:9]([CH2:10][S:11][CH2:12][CH2:13][CH2:14][CH2:15][CH2:16][CH2:17][CH3:18])[C:19](=[O:20])[O:21][CH2:22][CH3:23])[CH3:24])=[O:25].[F:26][C:27]([F:28])([F:29])[C:30]([OH:31])=[O:32]>>[O:5]=[C:6]([CH:7]([NH:8][CH:9]([CH2:10][S:11][CH2:12][CH2:13][CH2:14][CH2:15][CH2:16][CH2:17][CH3:18])[C:19](=[O:20])[O:21][CH2:22][CH3:23])[CH3:24])[OH:25]. Reported procedure: Sodium acetylphosphinate (2.6 g, 0.02 mol) and 1,3-diaminopropane (1.7 ml, 1.5 g, 0.02 mol) were stirred together in ethanol (60 ml) for 21/2 days, giving a cloudy pale yellow solution. This was evaporated inder reduced pressure, giving a sticky hydroscopic yellow solid, which contains ethanol by nmr. The solid was dissolved in ethanol, toluene added and re-evaporated to dryness, giving a yellow foam, mp 144°-6°, decomp (3.2 g, 86%). NMR was consistent with the desired structure. Product: CC1(NCCCN1)P([O-])[O-].[Na+].[Na+] (Sodium (2-methylperhydro-1,3-diazin-2-yl)phosphonite). Reaction SMILES: [C:1]([PH:4](=[O:6])[O-:5])(=O)[CH3:2].[Na+:7].[NH2:8][CH2:9][CH2:10][CH2:11][NH2:12].C1(C)C=CC=CC=1>C(O)C>[CH3:2][C:1]1([P:4]([O-:6])[O-:5])[NH:12][CH2:11][CH2:10][CH2:9][NH:8]1.[Na+:7].[Na+:7] |f:0.1,5.6.7|. The reactants are C(C)(=O)P([O-])=O.[Na+] (Sodium acetylphosphinate), NCCCN (1,3-diaminopropane), C1(=CC=CC=C1)C (toluene). Run in C(C)O (ethanol), C(C)O (ethanol), C(C)O (ethanol).